This data is from the Open Reaction Database (ORD), a public repository of structured organic reaction records. The task is: describe an organic reaction: reactants, conditions, products, and yield The reactants are N([C@@H]([C@@H](C)CC)C(=O)N[C@@H](CC(C)C)C(=O)N1[C@H](C(=O)OCC2=CC=CC=C2)CCC1)C(=O)OC(C)(C)C (BOC-Ile-Leu-Pro-OBzl). Reagents/catalysts: [Pd] (Pd/C). Solvent: C(CCC)O (n-butanol), C(C)O (ethanol). Run at time 3 hour. The product is N([C@@H]([C@@H](C)CC)C(=O)N[C@@H](CC(C)C)C(=O)N1[C@H](C(=O)O)CCC1)C(=O)OC(C)(C)C (BOC-Ile-Leu-Pro-OH). Isolated yield 94.4%. As a reaction SMILES: [NH:1]([C:32]([O:34][C:35]([CH3:38])([CH3:37])[CH3:36])=[O:33])[C@H:2]([C:7]([NH:9][C@H:10]([C:15]([N:17]1[CH2:31][CH2:30][CH2:29][C@H:18]1[C:19]([O:21]CC1C=CC=CC=1)=[O:20])=[O:16])[CH2:11][CH:12]([CH3:14])[CH3:13])=[O:8])[C@H:3]([CH2:5][CH3:6])[CH3:4]>C(O)CCC.C(O)C.[Pd]>[NH:1]([C:32]([O:34][C:35]([CH3:38])([CH3:37])[CH3:36])=[O:33])[C@H:2]([C:7]([NH:9][C@H:10]([C:15]([N:17]1[CH2:31][CH2:30][CH2:29][C@H:18]1[C:19]([OH:21])=[O:20])=[O:16])[CH2:11][CH:12]([CH3:13])[CH3:14])=[O:8])[C@H:3]([CH2:5][CH3:6])[CH3:4]. Reported procedure: Substance [2] (76.98 g, 145 mM) was dissolved in n-butanol (20 ml) and ethanol (300 ml). 5% Pd/C (15 g) was added thereto and catalytic hydrogenation was allowed to proceed for 3 hours. After removing the catalyst, the mother liquor was concentrated in vacuo. Diethyl ether (300 ml) was added to the residue, which was then extracted successively with 500 ml and 200 ml of 5% aqueous sodium bicarbonate. The extract was adjusted to pH 4 by adding 1 N HCl with ice cooling to precipitate the product c... The reactants are O (water), C([O-])([O-])=O.[Cs+].[Cs+] (cesium carbonate), BrCC1=NC2=CC(=CC=C2C=C1)Cl (2-bromomethyl-7-chloroquinoline), C(C)OC(C(=NO)C(C1=CC=C(C=C1)O)C1=CC=C(C=C1)O)=O (bis(4-hydroxyphenyl)methyloximinoacetic acid ethyl ester). The solvent is CN(C)C=O (DMF). Reaction conditions: time 18 hour. The product is C(C)OC(C(=NO)C(C1=CC=C(C=C1)OCC1=NC2=CC(=CC=C2C=C1)Cl)C1=CC=C(C=C1)OCC1=NC2=CC(=CC=C2C=C1)Cl)=O (bis(4-(7-chloro-2-quinolylmethoxy)phenyl)-methyloximinoacetic acid ethyl ester). The yield is 82.5%. RXN SMILES: [CH2:1]([O:3][C:4](=[O:23])[C:5]([CH:8]([C:16]1[CH:21]=[CH:20][C:19]([OH:22])=[CH:18][CH:17]=1)[C:9]1[CH:14]=[CH:13][C:12]([OH:15])=[CH:11][CH:10]=1)=[N:6][OH:7])[CH3:2].C(=O)([O-])[O-].[Cs+].[Cs+].Br[CH2:31][C:32]1[CH:41]=[CH:40][C:39]2[C:34](=[CH:35][C:36]([Cl:42])=[CH:37][CH:38]=2)[N:33]=1.O>CN(C=O)C>[CH2:1]([O:3][C:4](=[O:23])[C:5]([CH:8]([C:16]1[CH:17]=[CH:18][C:19]([O:22][CH2:31][C:32]2[CH:41]=[CH:40][C:39]3[C:34](=[CH:35][C:36]([Cl:42])=[CH:37][CH:38]=3)[N:33]=2)=[CH:20][CH:21]=1)[C:9]1[CH:14]=[CH:13][C:12]([O:15][CH2:31][C:32]2[CH:41]=[CH:40][C:39]3[C:34](=[CH:35][C:36]([Cl:42])=[CH:37][CH:38]=3)[N:33]=2)=[CH:11][CH:10]=1)=[N:6][OH:7])[CH3:2] |f:1.2.3|. Procedure details: To a solution in dry DMF (20 mL) of bis(4-hydroxyphenyl)methyloximinoacetic acid ethyl ester (0.64 g, 2 mmol), prepared as in step 1, was added cesium carbonate (1.6 g, 5 mmol), the mixture was stirred for 10 mutes, and 2-bromomethyl-7-chloroquinoline (1 g, 4 mmol) was added. After stirring for 18 hours, the mixture was poured into water and the precipitated solid was collected by filtration, washed with water, and dried in vacuo. Chromatography on silica gel (hexane/EtOAC 3:1) afforded bis(4-(7...